This data is from the Open Reaction Database (ORD), a public repository of structured organic reaction records. The task is: describe an organic reaction: reactants, conditions, products, and yield Reactants: CN(/C=C/C(=O)C1=NN(C=CC1=O)C1=CC=C(C=C1)OC(F)(F)F)C (3-((E)-3-Dimethylamino-acryloyl)-1-(4-trifluoromethoxy-phenyl)-1H-pyridazin-4-one), FC(S(=O)(=O)C=1C=C(C=CC1)NN)(F)F ((3-trifluoromethanesulfonyl-phenyl)-hydrazine). Product: FC(S(=O)(=O)C=1C=C(C=CC1)N1N=CC=C1C1=NN(C=CC1=O)C1=CC=C(C=C1)OC(F)(F)F)(F)F (3-[2-(3-Trifluoromethanesulfonyl-phenyl)-2H-pyrazol-3-yl]-1-(4-trifluoromethoxy-phenyl)-1H-pyridazin-4-one). RXN SMILES: CN(C)/[CH:3]=[CH:4]/[C:5]([C:7]1[C:12](=[O:13])[CH:11]=[CH:10][N:9]([C:14]2[CH:19]=[CH:18][C:17]([O:20][C:21]([F:24])([F:23])[F:22])=[CH:16][CH:15]=2)[N:8]=1)=O.[F:26][C:27]([F:40])([F:39])[S:28]([C:31]1[CH:32]=[C:33]([NH:37][NH2:38])[CH:34]=[CH:35][CH:36]=1)(=[O:30])=[O:29]>>[F:40][C:27]([F:39])([F:26])[S:28]([C:31]1[CH:32]=[C:33]([N:37]2[C:5]([C:7]3[C:12](=[O:13])[CH:11]=[CH:10][N:9]([C:14]4[CH:19]=[CH:18][C:17]([O:20][C:21]([F:23])([F:22])[F:24])=[CH:16][CH:15]=4)[N:8]=3)=[CH:4][CH:3]=[N:38]2)[CH:34]=[CH:35][CH:36]=1)(=[O:30])=[O:29]. Reported procedure: The product was obtained starting from 3-((E)-3-Dimethylamino-acryloyl)-1-(4-trifluoromethoxy-phenyl)-1H-pyridazin-4-one (A-8) and (3-trifluoromethanesulfonyl-phenyl)-hydrazine according to the method described for example 91. MS: M=531.1 (M+H)+